This data is from the Open Reaction Database (ORD), a public repository of structured organic reaction records. The task is: describe an organic reaction: reactants, conditions, products, and yield Starting materials: Cl.OC=1C=C(CCN)C=CC1O (3,4-dihydroxyphenethylamine hydrochloride), C(C)OC(CNC(=O)OCC1=CC=CC=C1)OCC (N-benzyloxycarbonylaminoacetaldehyde diethyl acetal). Run in C(CCC)O (n-butyl alcohol), O (water). Product: C(C)(=O)O.C(C1=CC=CC=C1)OC(=O)NCC1NCCC2=CC(=C(C=C12)O)O (1(N-benzyloxycarbonylaminomethyl)-6,7-dihydroxy-1,2,3,4-tetrahydroisoquinoline acetate). Yield: 41.3%. Reaction SMILES: Cl.[OH:2][C:3]1[CH:4]=[C:5]([CH:9]=[CH:10][C:11]=1[OH:12])[CH2:6][CH2:7][NH2:8].C([O:15][CH:16]([O:29]CC)[CH2:17][NH:18][C:19]([O:21][CH2:22][C:23]1[CH:28]=[CH:27][CH:26]=[CH:25][CH:24]=1)=[O:20])C>C(O)CCC.O>[C:16]([OH:29])(=[O:15])[CH3:17].[CH2:22]([O:21][C:19]([NH:18][CH2:17][CH:16]1[C:9]2[C:5](=[CH:4][C:3]([OH:2])=[C:11]([OH:12])[CH:10]=2)[CH2:6][CH2:7][NH:8]1)=[O:20])[C:23]1[CH:24]=[CH:25][CH:26]=[CH:27][CH:28]=1 |f:0.1,5.6|. Procedure: A solution of 3,4-dihydroxyphenethylamine hydrochloride (2.17 g) and N-benzyloxycarbonylaminoacetaldehyde diethyl acetal (4.0 g) in a mixture of n-butyl alcohol (20 ml) and water (3.5 ml) was refluxed for 4.5 hours. After the reaction, the solvent was distilled off under reduced pressure. To the residue were added water (15 ml) and sodium acetate. A precipitating oil was separated from the aqueous layer and chloroform was added thereto. The mixture was allowed to stand to give crystals. The crys... Reactants: C(C#C)OC (Methyl propargyl ether), solution, C(CCC)[Li] (butyl lithium), CCCCCC (hexane), CN(C1(CCC(CC1)=O)C1=CC=CC=C1)C (4-dimethylamino-4-phenylcyclohexanone), C(C)I (ethyl iodide), [Br-].[Li+] (lithium bromide). Solvent: C1CCOC1 (THF), C1CCOC1 (THF), O (water), CS(=O)C (DMSO), C1CCOC1 (THF). Reaction conditions: temperature -5 celsius. Product: C(C)OC1(CCC(CC1)(C1=CC=CC=C1)N(C)C)C#CCOC ([4-ethoxy-4-(3-methoxy-prop-1-ynyl)-1-phenyl-cyclohexyl]-dimethylamine). As a reaction SMILES: [CH2:1]([O:4][CH3:5])[C:2]#[CH:3].[CH2:6]([Li])[CH2:7]CC.CCCCCC.[CH3:17][N:18]([CH3:32])[C:19]1([C:26]2[CH:31]=[CH:30][CH:29]=[CH:28][CH:27]=2)[CH2:24][CH2:23][C:22](=[O:25])[CH2:21][CH2:20]1.[Br-].[Li+].C(I)C>O.CS(C)=O.C1COCC1>[CH2:6]([O:25][C:22]1([C:3]#[C:2][CH2:1][O:4][CH3:5])[CH2:23][CH2:24][C:19]([N:18]([CH3:32])[CH3:17])([C:26]2[CH:27]=[CH:28][CH:29]=[CH:30][CH:31]=2)[CH2:20][CH2:21]1)[CH3:7] |f:4.5|. Procedure: Methyl propargyl ether (1.47 g, 21.0 mmol) dissolved in abs. THF (15 mL) was added in drops to a 2.5 M solution of butyl lithium in hexane (8.4 mL, 21.0 mmol) at −30° C. in argon. A solution of 4-dimethylamino-4-phenylcyclohexanone (4.34 g, 20.0 mmol) in abs. THF (20 mL) and lithium bromide (0.87 g, 10 mmol) dissolved in abs. THF (2.5 mL) was then added at −30° C. The reaction mixture was heated to −5° C., mixed in drops with a solution of ethyl iodide (4.68 g, 30 mmol) in abs. DMSO (30 mL) and ... Conditions: time 20 hour. The product is N(=C=S)C=1C(=NC(=NC1)OC)OC (5-Isothiocyanato-2,4-dimethoxypyrimidine). The yield is 84.0%. Reactants: COC1=NC=C(C(=N1)OC)N (2,4-dimethoxypyrimidin-5-amine), C(=S)(N1C=NC=C1)N1C=NC=C1 (1,1′-thiocarbonyldiimidazole), CCCCCC.C(C)(=O)OCC (n-hexane ethyl acetate). RXN SMILES: [CH3:1][O:2][C:3]1[N:8]=[C:7]([O:9][CH3:10])[C:6]([NH2:11])=[CH:5][N:4]=1.[C:12](N1C=CN=C1)(N1C=CN=C1)=[S:13].CCCCCC.C(OCC)(=O)C>O1CCCC1>[N:11]([C:6]1[C:7]([O:9][CH3:10])=[N:8][C:3]([O:2][CH3:1])=[N:4][CH:5]=1)=[C:12]=[S:13] |f:2.3|. Procedure details: To a solution of 2,4-dimethoxypyrimidin-5-amine (prepared by the method described in U.S. Pat. No. 6,342,503B1) (4.68 g, 30.0 mmol) in tetrahydrofuran (60 mL) was added 1,1′-thiocarbonyldiimidazole (6.41 g, 36.0 mmol) portionwise at 0° C. The mixture was warmed to room temperature and stirred for 20 hr. The mixture was concentrated in vacuo to give a residue which was passed through a pad of silica gel eluting with n-hexane/ethyl acetate. The filtrate was concentrated in vacuo to give the title ... Solvent: O1CCCC1 (tetrahydrofuran). Starting materials: ClCCN(CCCl)Cc1ccccc1, C1CCOC1, C[Si](C)(C)[N-][Si](C)(C)C, Cl, [Na+], CC(C)(C)OC(=O)N1CCCC1c1cccc2c1CC(=O)N2. The product is CC(C)(C)OC(=O)N1CCCC1c1cccc2c1C1(CCN(Cc3ccccc3)CC1)C(=O)N2. Reaction SMILES: [CH2:33]([c:34]1[cH:35][cH:36][cH:37][cH:38][cH:39]1)[N:40]([CH2:41][CH2:42][Cl:46])[CH2:44][CH2:45][Cl:43].[CH2:48]1[O:49][CH2:50][CH2:51][CH2:52]1.[CH3:2][Si:3]([N-:4][Si:5]([CH3:6])([CH3:7])[CH3:8])([CH3:9])[CH3:10].[ClH:47].[Na+:1].[O:11]=[C:12]1[NH:13][c:14]2[cH:15][cH:16][cH:17][c:18]([CH:21]3[N:22]([C:26](=[O:27])[O:28][C:29]([CH3:30])([CH3:31])[CH3:32])[CH2:23][CH2:24][CH2:25]3)[c:19]2[CH2:20]1>>[O:11]=[C:12]1[NH:13][c:14]2[cH:15][cH:16][cH:17][c:18]([CH:21]3[N:22]([C:26](=[O:27])[O:28][C:29]([CH3:30])([CH3:31])[CH3:32])[CH2:23][CH2:24][CH2:25]3)[c:19]2[C:20]12[CH2:42][CH2:41][N:40]([CH2:33][c:34]1[cH:35][cH:36][cH:37][cH:38][cH:39]1)[CH2:44][CH2:45]2. The reactants are O=C([O-])[O-], O=C(Cl)c1ccccc1, CC(C)=O, Cc1nc(S(=O)(=O)Nc2c(F)cccc2F)nn1-c1ncccn1, [K+], [K+]. Product: Cc1nc(S(=O)(=O)N(C(=O)c2ccccc2)c2c(F)cccc2F)nn1-c1ncccn1. RXN SMILES: [C:25](=[O:26])([O-:27])[O-:28].[C:31]([c:32]1[cH:33][cH:34][cH:35][cH:36][cH:37]1)(=[O:38])[Cl:39].[CH3:40][C:41](=[O:42])[CH3:43].[F:1][c:2]1[c:3]([NH:9][S:10](=[O:11])(=[O:12])[c:13]2[n:14][n:15](-[c:19]3[n:20][cH:21][cH:22][cH:23][n:24]3)[c:16]([CH3:18])[n:17]2)[c:4]([F:8])[cH:5][cH:6][cH:7]1.[K+:29].[K+:30]>>[F:1][c:2]1[c:3]([N:9]([S:10](=[O:11])(=[O:12])[c:13]2[n:14][n:15](-[c:19]3[n:20][cH:21][cH:22][cH:23][n:24]3)[c:16]([CH3:18])[n:17]2)[C:31]([c:32]2[cH:33][cH:34][cH:35][cH:36][cH:37]2)=[O:38])[c:4]([F:8])[cH:5][cH:6][cH:7]1. The reactants are ClC1=C(C(=O)N(C(C(C)(C)C)OC)CC)C(=CC=C1)[Si](C)(C)C (2-Chloro-N-ethyl-N-(1-methoxy-2,2-dimethylpropyl)-6-(trimethylsilyl)benzamide), CN(C)CCN(C)C (TMEDA), [Li]C(C)CC (s-BuLi), C1CCCCC1 (cyclohexane), BrCCBr (1,2-dibromoethane). Run in CC(=O)C (acetone), Cl (HCl), C1CCOC1 (THF). Run at time 30 minute. Product: BrC=1C(=C(C(=O)NCC)C(=CC1)[Si](C)(C)C)Cl (3-Bromo-2-chloro-N-ethyl-6-(trimethylsilyl) benzamide). Reaction SMILES: [Cl:1][C:2]1[CH:19]=[CH:18][CH:17]=[C:16]([Si:20]([CH3:23])([CH3:22])[CH3:21])[C:3]=1[C:4]([N:6](CC)[CH:7](OC)[C:8](C)(C)C)=[O:5].CN(CCN(C)C)C.[Li]C(CC)C.C1CCCCC1.[Br:43]CCBr>C1COCC1.CC(C)=O.Cl>[Br:43][C:19]1[C:2]([Cl:1])=[C:3]([C:16]([Si:20]([CH3:23])([CH3:22])[CH3:21])=[CH:17][CH:18]=1)[C:4]([NH:6][CH2:7][CH3:8])=[O:5]. Reported procedure: To a solution of the compound of Example 201 (0.79 g, 2.2 mmol) and TMEDA (0.44 mL, 2.9 mmol) in THF (20 mL) at -78° C. was added a solution of 0.86M s-BuLi in cyclohexane (3.3 mL, 2.9 mmol). The reaction was stirred at -78+ C. for 30 min and 1,2-dibromoethane (0.26 mL, 3.0 mmol) was added. The reaction was stirred for 15 min at -78° C. and was quenched with sat NaHCO3. The mixture was extracted with ether, washed with brine, dried (MgSO4) and concentrated to afford a yellow oil. This oil was di...